This data is from the Open Reaction Database (ORD), a public repository of structured organic reaction records. The task is: describe an organic reaction: reactants, conditions, products, and yield Starting materials: O (Water), [OH-].[Na+] (NaOH), FC(C(=O)OC)(C=1C=C2C(CCC(C2=CC1)(C)C)(C)C)F (Methyl 2,2-difluoro-2-(1,2,3,4-tetrahydro-1,1,4,4-tetramethylnaphthalen-6-yl)acetate). The solvent is CO (methanol). Reaction conditions: temperature 70 celsius, time 1 hour. Yields the product FC(C(=O)O)(C=1C=C2C(CCC(C2=CC1)(C)C)(C)C)F (2,2-Difluoro-2-(1,2,3,4-tetrahydro-1,1,4,4-tetramethylnaphthalen-6-yl)acetic acid). Isolated yield 96.7%. Reaction SMILES: [F:1][C:2]([F:21])([C:7]1[CH:8]=[C:9]2[C:14](=[CH:15][CH:16]=1)[C:13]([CH3:18])([CH3:17])[CH2:12][CH2:11][C:10]2([CH3:20])[CH3:19])[C:3]([O:5]C)=[O:4].O.[OH-].[Na+]>CO>[F:1][C:2]([F:21])([C:7]1[CH:8]=[C:9]2[C:14](=[CH:15][CH:16]=1)[C:13]([CH3:17])([CH3:18])[CH2:12][CH2:11][C:10]2([CH3:20])[CH3:19])[C:3]([OH:5])=[O:4] |f:2.3|. Reported procedure: Methyl 2,2-difluoro-2-(1,2,3,4-tetrahydro-1,1,4,4-tetramethylnaphthalen-6-yl)acetate 15 (1.38 g, 4.65 mmol) was dissolved in methanol (129 mL). Water (12.9 mL) and NaOH (1.04 g, 18.57 mmol) were successively added at RT. The mixture was stirred at 70° C. for 1 h. The mixture was evaporated in vacuo. The crude product was dissolved in water and extracted with diethyl ether (2×50 mL). The aqueous layer was acidified by HCl (1M) to about pH=1 and extracted with diethyl ether (3×100 mL). The organic...